This data is from the Open Reaction Database (ORD), a public repository of structured organic reaction records. The task is: describe an organic reaction: reactants, conditions, products, and yield The reactants are FCCBr, [K+], [K+], Nc1ccn2nc(-c3ccccc3O)nc2c1, O=C([O-])[O-], CN(C)C=O, O. The product is Nc1ccn2nc(-c3ccccc3OCCF)nc2c1. Reaction SMILES: [F:24][CH2:25][CH2:26][Br:27].[K+:18].[K+:19].[NH2:1][c:2]1[cH:3][c:4]2[n:5]([cH:6][cH:7]1)[n:8][c:9](-[c:11]1[c:12]([OH:17])[cH:13][cH:14][cH:15][cH:16]1)[n:10]2.[O-:20][C:21]([O-:22])=[O:23].[O:28]=[CH:29][N:30]([CH3:31])[CH3:32].[OH2:33]>>[NH2:1][c:2]1[cH:3][c:4]2[n:5]([cH:6][cH:7]1)[n:8][c:9](-[c:11]1[c:12]([O:17][CH2:26][CH2:25][F:24])[cH:13][cH:14][cH:15][cH:16]1)[n:10]2. The reactants are NC=1C2=C(SC1C(=O)OC)C=CC=C2 (methyl 3-aminobenzo[b]thiophene-2-carboxylate), C(C)(C)(C)C1=CC=C(C=C1)S(=O)(=O)Cl (4-tert-butylbenzenesulfonyl chloride). The solvent is N1=CC=CC=C1 (pyridine). Run at time 36 hour. Product: C(C)(C)(C)C1=CC=C(C=C1)S(=O)(=O)NC=1C2=C(SC1C(=O)OC)C=CC=C2 (Methyl 3-(4-tert-butylphenylsulfonamido)benzo[b]thiophene-2-carboxylate). Yield: 29.7%. As a reaction SMILES: [NH2:1][C:2]1[C:3]2[CH:14]=[CH:13][CH:12]=[CH:11][C:4]=2[S:5][C:6]=1[C:7]([O:9][CH3:10])=[O:8].[C:15]([C:19]1[CH:24]=[CH:23][C:22]([S:25](Cl)(=[O:27])=[O:26])=[CH:21][CH:20]=1)([CH3:18])([CH3:17])[CH3:16]>N1C=CC=CC=1>[C:15]([C:19]1[CH:24]=[CH:23][C:22]([S:25]([NH:1][C:2]2[C:3]3[CH:14]=[CH:13][CH:12]=[CH:11][C:4]=3[S:5][C:6]=2[C:7]([O:9][CH3:10])=[O:8])(=[O:27])=[O:26])=[CH:21][CH:20]=1)([CH3:18])([CH3:16])[CH3:17]. Reported procedure: To a solution methyl 3-aminobenzo[b]thiophene-2-carboxylate (0.207 g; 1 mmol) in pyridine (1 mL) was added 4-tert-butylbenzenesulfonyl chloride (0.256 g; 1.1 mmol). The resulting mixture was stirred at room temperature for 36 hours and then partitioned between dichloromethane and aqueous hydrochloric acid (2N). The organic layer was separated, dried over sodium sulfate, filtered through a pad of silica gel, and concentrated under reduced pressure to give the desired product as a yellow solid (12... Starting materials: P(=O)(Cl)(Cl)Cl (phosphorus oxychloride), C(CCCCCCCCCC)C=1NC2=CC(=CC=C2C1)C(=O)OC (methyl 2-(n-undecyl)indole-6-carboxylate), CN(C=O)C (dimethylformamide), CN(C=O)C (dimethylformamide), [OH-].[Na+] (sodium hydroxide), O (water). Run in C(C)(=O)O (acetic acid). Run at time 2 hour. Product: C(=O)C1=C(NC2=CC(=CC=C12)C(=O)OC)CCCCCCCCCCC (methyl 3-formyl-2-(n-undecyl)indole-6-carboxylate). As a reaction SMILES: P(Cl)(Cl)(Cl)=O.[CH2:6]([C:17]1[NH:18][C:19]2[C:24]([CH:25]=1)=[CH:23][CH:22]=[C:21]([C:26]([O:28][CH3:29])=[O:27])[CH:20]=2)[CH2:7][CH2:8][CH2:9][CH2:10][CH2:11][CH2:12][CH2:13][CH2:14][CH2:15][CH3:16].O.[OH-].[Na+].CN(C)[CH:35]=[O:36]>C(O)(=O)C>[CH:35]([C:25]1[C:24]2[C:19](=[CH:20][C:21]([C:26]([O:28][CH3:29])=[O:27])=[CH:22][CH:23]=2)[NH:18][C:17]=1[CH2:6][CH2:7][CH2:8][CH2:9][CH2:10][CH2:11][CH2:12][CH2:13][CH2:14][CH2:15][CH3:16])=[O:36] |f:3.4|. Procedure details: A solution of phosphorus oxychloride (20 ml) in dimethylformamide (80 ml) was added to a solution of methyl 2-(n-undecyl)indole-6-carboxylate (58.3 g) in dimethylformamide (250 ml) and the mixture was stirred at a temperature of 55°-90° C. for 2 hours. After cooling, the mixture was poured into rapidly stirred water. Aqueous sodium hydroxide (50% w/v) was added until pH 12, the mixture was stirred for 10 minutes, and then glacial acetic acid was added to pH 5. The mixture was stirred until the g...